From a dataset of the Open Reaction Database (ORD), a public repository of structured organic reaction records. describe an organic reaction: reactants, conditions, products, and yield Starting materials: BrC=1CC2=CC=CC=C2C1 (2-bromo-1H-indene), P(OCC)(OCC)OCC ((EtO)3P). Reagents/catalysts: Cl[Ni]Cl (NiCl2). The product is C1C(=CC2=CC=CC=C12)P(OCC)(OCC)=O (Diethyl 1H-inden-2-ylphosphonate). Reaction SMILES: Br[C:2]1[CH2:3][C:4]2[C:9]([CH:10]=1)=[CH:8][CH:7]=[CH:6][CH:5]=2.[P:11]([O:18]CC)([O:15][CH2:16][CH3:17])[O:12][CH2:13][CH3:14]>Cl[Ni]Cl>[CH2:3]1[C:4]2[C:9](=[CH:8][CH:7]=[CH:6][CH:5]=2)[CH:10]=[C:2]1[P:11](=[O:18])([O:15][CH2:16][CH3:17])[O:12][CH2:13][CH3:14]. Procedure: To 91.0 g (0.467 mol) of 2-bromo-1H-indene and 3.02 g (0.023 mol) of NiCl2 in 250 ml flask equipped with a distillation head, 85.0 ml (82.4 g, 0.496 mol) of (EtO)3P were added. This black mixture was heated in the oil bath at 185–190° C. for 3 hours. During this procedure, argon gas was bubbled through the mixture to eliminate ethyl bromide formed. The crude product was distilled in vacuum (171–175° C./1 mm). Yield 102.4 g (87%) of colorless oil of diethyl 1H-inden-2-ylphosphonate, 9. Reactants: NC1=C(SC=C1C)C(=O)OC (methyl 3-amino-4-methylthiophene-2-carboxylate), NC(=O)N (urea), ice water. The solvent is CN(C)C=O (DMF). Reaction conditions: temperature 200 celsius. Product: CC1=CSC2=C1NC(NC2=O)=O (7-Methylthieno[3,2-d]pyrimidine-2,4(1H,3H)-dione). Isolated yield 86.5%. RXN SMILES: [NH2:1][C:2]1[C:6]([CH3:7])=[CH:5][S:4][C:3]=1[C:8]([O:10]C)=O.[NH2:12][C:13](N)=[O:14]>CN(C=O)C>[CH3:7][C:6]1[C:2]2[NH:1][C:13](=[O:14])[NH:12][C:8](=[O:10])[C:3]=2[S:4][CH:5]=1. Procedure: To 25.0 g (146 mmol) of methyl 3-amino-4-methylthiophene-2-carboxylate was added 43.5 g (730 mmol) of urea, and the resulting mixture was heated at 200° C. for 1.5 hours. The mixture was allowed to resume room temperature, and DMF (400 ml) was added thereto, followed by heating under reflux for one hour. After completion of the reaction, ice water was added to the reaction mixture, and crystals thus precipitated were filtered to give 23.0 g (yield: 93.7%) of the title compound.